From a dataset of the Open Reaction Database (ORD), a public repository of structured organic reaction records. describe an organic reaction: reactants, conditions, products, and yield Reported procedure: A solution of trifluoromethanesulfonic acid 2-fluoro-5-(3-trifluoromethylimidazo[1,2-b][1,2,4]triazin-7-yl)phenyl ester (45 mg, 0.104 mmol), 2-(tributylstannyl)oxazole (70 mg, 0.196 mmol), tetrakis(triphenylphosphine)palladium(0) (30 mg, 0.026 mmol) and copper(I) iodide (15 mg, 0.079 mmol) in 1,4-dioxane (4 ml) was heated at 170° C. for 30 min using a Smith Synthesizer microwave apparatus. The mixture was evaporated in vacuo and the residue was purified by chromatography (silica gel, 8% Et2O/CH2... Yields the product FC1=C(C=C(C=C1)C1=CN=C2N1N=CC(=N2)C(F)(F)F)C=2OC=CN2 (7-[4-Fluoro-3-(oxazol-2-yl)phenyl]-3-trifluoromethylimidazo[1,2-b][1,2,4]triazine). Reactants: FC1=C(C=C(C=C1)C1=CN=C2N1N=CC(=N2)C(F)(F)F)OS(=O)(=O)C(F)(F)F (trifluoromethanesulfonic acid 2-fluoro-5-(3-trifluoromethylimidazo[1,2-b][1,2,4]triazin-7-yl)phenyl ester), C(CCC)[Sn](C=1OC=CN1)(CCCC)CCCC (2-(tributylstannyl)oxazole). Reagents/catalysts: C=1C=CC(=CC1)[P](C=2C=CC=CC2)(C=3C=CC=CC3)[Pd]([P](C=4C=CC=CC4)(C=5C=CC=CC5)C=6C=CC=CC6)([P](C=7C=CC=CC7)(C=8C=CC=CC8)C=9C=CC=CC9)[P](C=1C=CC=CC1)(C=1C=CC=CC1)C=1C=CC=CC1 (tetrakis(triphenylphosphine)palladium(0)), [Cu]I (copper(I) iodide). The solvent is O1CCOCC1 (1,4-dioxane). Yield: 35.8%. RXN SMILES: [F:1][C:2]1[CH:7]=[CH:6][C:5]([C:8]2[N:12]3[N:13]=[CH:14][C:15]([C:17]([F:20])([F:19])[F:18])=[N:16][C:11]3=[N:10][CH:9]=2)=[CH:4][C:3]=1OS(C(F)(F)F)(=O)=O.C([Sn](CCCC)(CCCC)[C:34]1[O:35][CH:36]=[CH:37][N:38]=1)CCC>O1CCOCC1.C1C=CC([P]([Pd]([P](C2C=CC=CC=2)(C2C=CC=CC=2)C2C=CC=CC=2)([P](C2C=CC=CC=2)(C2C=CC=CC=2)C2C=CC=CC=2)[P](C2C=CC=CC=2)(C2C=CC=CC=2)C2C=CC=CC=2)(C2C=CC=CC=2)C2C=CC=CC=2)=CC=1.[Cu]I>[F:1][C:2]1[CH:7]=[CH:6][C:5]([C:8]2[N:12]3[N:13]=[CH:14][C:15]([C:17]([F:19])([F:18])[F:20])=[N:16][C:11]3=[N:10][CH:9]=2)=[CH:4][C:3]=1[C:34]1[O:35][CH:36]=[CH:37][N:38]=1 |^1:56,58,77,96|. Reaction SMILES: COC(=O)[CH:4]([C:17]#[N:18])[C:5]1[CH:10]=[C:9]([CH3:11])[C:8]([O:12][CH3:13])=[CH:7][C:6]=1[N+:14]([O-:16])=[O:15].Cl>CO>[CH3:13][O:12][C:8]1[C:9]([CH3:11])=[CH:10][C:5]([CH2:4][C:17]#[N:18])=[C:6]([N+:14]([O-:16])=[O:15])[CH:7]=1. Product: COC1=CC(=C(C=C1C)CC#N)[N+](=O)[O-] ((4-Methoxy-5-methyl-2-nitrophenyl)acetonitrile). Solvent: CO (methanol). Starting materials: COC(C(C1=C(C=C(C(=C1)C)OC)[N+](=O)[O-])C#N)=O (cyano-(4-methoxy-5-methyl-2-nitrophenyl)acetic acid methyl ester), Cl (hydrochloric acid). Reported procedure: To a solution of cyano-(4-methoxy-5-methyl-2-nitrophenyl)acetic acid methyl ester in methanol (1.7 mL) was added 6 mol/L hydrochloric acid (1.7 mL), and this mixture was heated under reflux for 9 hours. After cooling to ambient temperature, this organic solvent was removed under reduced pressure and resulting mixture was extracted with ethyl acetate. The residue was purified by column chromatography on silica gel (eluent: n-hexane/ethyl acetate) to give the title compound (0.25 g). The reactants are FC(F)(F)Oc1ccccc1OC(F)(F)F, O, O=[N+]([O-])O, O=S(=O)(O)O. Yields the product O=[N+]([O-])c1ccc(OC(F)(F)F)c(OC(F)(F)F)c1. RXN SMILES: [F:1][C:2]([O:3][c:4]1[c:5]([O:10][C:11]([F:12])([F:13])[F:14])[cH:6][cH:7][cH:8][cH:9]1)([F:15])[F:16].[OH2:26].[OH:17][N+:18]([O-:19])=[O:20].[S:21](=[O:22])(=[O:23])([OH:24])[OH:25]>>[F:1][C:2]([O:3][c:4]1[c:5]([O:10][C:11]([F:12])([F:13])[F:14])[cH:6][cH:7][c:8]([N+:18](=[O:17])[O-:19])[cH:9]1)([F:15])[F:16]. The reactants are Cl.FC=1C=C(C=CC1S(N)(=O)=O)NN (3-fluoro-4-sulfamoylphenylhydrazine hydrochloride), FC(C(CC(=O)C1=CC(=C(C=C1)C=1OC=CC1)Cl)=O)(F)F (4,4,4-trifluoro-1-[3-chloro-4-(2-furyl)phenyl]butane-1,3-dione). Yields the product ClC=1C=C(C=CC1C=1OC=CC1)C1=CC(=NN1C1=CC(=C(C=C1)S(=O)(=O)N)F)C(F)(F)F (4-[5-[3-Chloro-4-(2-furyl)phenyl]-3-(trifluoromethyl)-1H-pyrazol-1-yl]-2-fluorobenzenesulfonamide). Procedure details: The title compound was prepared according to the procedure of Example 60 using 3-fluoro-4-sulfamoylphenylhydrazine hydrochloride instead of 3-fluoro-4-(methylsulfonyl)phenylhydrazine hydrochloride and 4,4,4-trifluoro-1-[3-chloro-4-(2-furyl)phenyl]butane-1,3-dione instead of 4,4,4-trifluoro-1-[4-(2-furyl)phenyl]butane-1,3-dione in step 2. Reaction SMILES: Cl.[F:2][C:3]1[CH:4]=[C:5]([NH:13][NH2:14])[CH:6]=[CH:7][C:8]=1[S:9](=[O:12])(=[O:11])[NH2:10].[F:15][C:16]([F:35])([F:34])[C:17](=O)[CH2:18][C:19]([C:21]1[CH:26]=[CH:25][C:24]([C:27]2[O:28][CH:29]=[CH:30][CH:31]=2)=[C:23]([Cl:32])[CH:22]=1)=O>>[Cl:32][C:23]1[CH:22]=[C:21]([C:19]2[N:13]([C:5]3[CH:6]=[CH:7][C:8]([S:9]([NH2:10])(=[O:11])=[O:12])=[C:3]([F:2])[CH:4]=3)[N:14]=[C:17]([C:16]([F:35])([F:15])[F:34])[CH:18]=2)[CH:26]=[CH:25][C:24]=1[C:27]1[O:28][CH:29]=[CH:30][CH:31]=1 |f:0.1|. Reactants: CC(C)N, Cc1ccc(NC(=O)c2ccnc(N3CCOCC3)c2)cc1Nc1ccnc(Cl)n1. Yields the product Cc1ccc(NC(=O)c2ccnc(N3CCOCC3)c2)cc1Nc1ccnc(NC(C)C)n1. Reaction SMILES: [CH3:31][CH:32]([CH3:33])[NH2:34].[Cl:1][c:2]1[n:3][cH:4][cH:5][c:6]([NH:8][c:9]2[c:10]([CH3:30])[cH:11][cH:12][c:13]([NH:15][C:16](=[O:17])[c:18]3[cH:19][c:20]([N:24]4[CH2:25][CH2:26][O:27][CH2:28][CH2:29]4)[n:21][cH:22][cH:23]3)[cH:14]2)[n:7]1>>[c:2]1([NH:34][CH:32]([CH3:31])[CH3:33])[n:3][cH:4][cH:5][c:6]([NH:8][c:9]2[c:10]([CH3:30])[cH:11][cH:12][c:13]([NH:15][C:16](=[O:17])[c:18]3[cH:19][c:20]([N:24]4[CH2:25][CH2:26][O:27][CH2:28][CH2:29]4)[n:21][cH:22][cH:23]3)[cH:14]2)[n:7]1. Starting materials: NC=1C(=NC=CC1)NC1=CC(=CC=C1)\C=C\C=1C=NC=C(C1)\C=C\C1=CC=NC=C1 (3-amino-2-[3-[(E)-2-[5-[(E)-2-(4-pyridyl)vinyl]pyridin-3-yl]vinyl]phenylamino]pyridine), N1=CC(=CC=C1)CC(C(=O)O)=O (3-pyridylpyruvic acid). Run in C(C)O (ethanol). Yields the product N1=CC(=CC=C1)CC1=NC2=C(N(C1=O)C1=CC(=CC=C1)\C=C\C=1C=NC=C(C1)\C=C\C1=CC=NC=C1)N=CC=C2 (2-(3-pyridylmethyl)-3-oxo-4-[3-[(E)-2-[5-[(E)-2-(4-pyridyl)vinyl]pyridin-3-yl]vinyl]phenyl]-3,4-dihydropyrido[2,3-b]pyrazine). The yield is 60.2%. As a reaction SMILES: [NH2:1][C:2]1[C:3]([NH:8][C:9]2[CH:14]=[CH:13][CH:12]=[C:11](/[CH:15]=[CH:16]/[C:17]3[CH:18]=[N:19][CH:20]=[C:21](/[CH:23]=[CH:24]/[C:25]4[CH:30]=[CH:29][N:28]=[CH:27][CH:26]=4)[CH:22]=3)[CH:10]=2)=[N:4][CH:5]=[CH:6][CH:7]=1.[N:31]1[CH:36]=[CH:35][CH:34]=[C:33]([CH2:37][C:38](=O)[C:39](O)=[O:40])[CH:32]=1>C(O)C>[N:31]1[CH:36]=[CH:35][CH:34]=[C:33]([CH2:37][C:38]2[C:39](=[O:40])[N:8]([C:9]3[CH:14]=[CH:13][CH:12]=[C:11](/[CH:15]=[CH:16]/[C:17]4[CH:18]=[N:19][CH:20]=[C:21](/[CH:23]=[CH:24]/[C:25]5[CH:26]=[CH:27][N:28]=[CH:29][CH:30]=5)[CH:22]=4)[CH:10]=3)[C:3]3[N:4]=[CH:5][CH:6]=[CH:7][C:2]=3[N:1]=2)[CH:32]=1. Reported procedure: A mixture of 3-amino-2-[3-[(E)-2-[5-[(E)-2-(4-pyridyl)vinyl]pyridin-3-yl]vinyl]phenylamino]pyridine (260 mg) and 3-pyridylpyruvic acid (121 mg) in ethanol (5 ml) was stirred under reflux for 5 hours. After removal of the solvent, the residue was chromatographed on silica gel column (chloroform-methanol, 9:1) and crystallized from methanol to give 2-(3-pyridylmethyl)-3-oxo-4-[3-[(E)-2-[5-[(E)-2-(4-pyridyl)vinyl]pyridin-3-yl]vinyl]phenyl]-3,4-dihydropyrido[2,3-b]pyrazine (208 mg).